This data is from the Open Reaction Database (ORD), a public repository of structured organic reaction records. The task is: describe an organic reaction: reactants, conditions, products, and yield The reactants are CCCCN(CCCC)C(=S)NC(=O)C1=CC(=C(C(=C1)OC)OC)OC (MS-4), salts, C(C=C)ON(S(=O)(=O)C1=C(C=CC=C1)[N+](=O)[O-])C1C(=C[C@H](N(C1)C(=O)OC(C)(C)C)CO[Si](C)(C)C(C)(C)C)CC#N ((2S)-tert-butyl 5-(N-(allyloxy)-2-nitrophenylsulfonamido)-2-(((tert-butyldimethylsilyl)oxy)methyl)-4-(cyanomethyl)-5,6-dihydropyridine-1(2H)-carboxylate), C(C=C)ON(S(=O)(=O)C1=C(C=CC=C1)[N+](=O)[O-])C1C(=C[C@H](N(C1)C(=O)OC(C)(C)C)CO[Si](C)(C)C(C)(C)C)CC#N ((2S)-tert-butyl 5-(N-(allyloxy)-2-nitrophenylsulfonamido)-2-(((tert-butyldimethylsilyl)oxy)methyl)-4-(cyanomethyl)-5,6-dihydropyridine-1(2H)-carboxylate), Cu(II)Cl2-4, C(C)=NO (acetaldoxime), CO (MeOH), CuCl2-2H2O, CCCCN(CCCC)C(=S)NC(=O)C1=CC(=C(C(=C1)OC)OC)OC (MS-4). Run in O (H2O). Conditions: temperature 60 celsius, time 15 hour. Yields the product C(C=C)ON(S(=O)(=O)C1=C(C=CC=C1)[N+](=O)[O-])C1C(=C[C@H](N(C1)C(=O)OC(C)(C)C)CO[Si](C)(C)C(C)(C)C)CC(=O)N ((2S)-tert-butyl 5-(N-(allyloxy)-2-nitrophenylsulfonamido)-4-(2-amino-2-oxoethyl)-2-(((tert-butyldimethylsilyl)oxy)methyl)-5,6-dihydropyridine-1(2H)-carboxylate). Reaction SMILES: CCCCN(C(NC(C1C=C(OC)C(OC)=C(OC)C=1)=[O:14])=S)CCCC.[CH2:27]([O:30][N:31]([CH:44]1[CH2:49][N:48]([C:50]([O:52][C:53]([CH3:56])([CH3:55])[CH3:54])=[O:51])[C@H:47]([CH2:57][O:58][Si:59]([C:62]([CH3:65])([CH3:64])[CH3:63])([CH3:61])[CH3:60])[CH:46]=[C:45]1[CH2:66][C:67]#[N:68])[S:32]([C:35]1[CH:40]=[CH:39][CH:38]=[CH:37][C:36]=1[N+:41]([O-:43])=[O:42])(=[O:34])=[O:33])[CH:28]=[CH2:29].C(=NO)C.CO>O>[CH2:27]([O:30][N:31]([CH:44]1[CH2:49][N:48]([C:50]([O:52][C:53]([CH3:56])([CH3:55])[CH3:54])=[O:51])[C@H:47]([CH2:57][O:58][Si:59]([C:62]([CH3:65])([CH3:64])[CH3:63])([CH3:60])[CH3:61])[CH:46]=[C:45]1[CH2:66][C:67]([NH2:68])=[O:14])[S:32]([C:35]1[CH:40]=[CH:39][CH:38]=[CH:37][C:36]=1[N+:41]([O-:43])=[O:42])(=[O:34])=[O:33])[CH:28]=[CH2:29]. Procedure: 4 Å molecular sieves (MS-4 Å) were impregnated with the corresponding metal salt (CuCl2-2H2O) as follows: 1 mmol of the salts was dissolved in 100 ml of deionized H2O and stirred with 1 g of MS-4 Å at room temperature for 6 h. The solid was filtered, washed with deionized H2O and acetone, and dried in an oven at 150° C. for 1 h. (2S)-tert-butyl 5-(N-(allyloxy)-2-nitrophenylsulfonamido)-2-(((tert-butyldimethylsilyl)oxy)methyl)-4-(cyanomethyl)-5,6-dihydropyridine-1(2H)-carboxylate (Intermediate 17... The reactants are CNN (methylhydrazine), C(#CC(=O)OC)C(=O)OC (Dimethyl acetylenedicarboxylate). Solvent: CCOCC (ether), CCOCC (ether). Run at temperature -5 celsius, time 1 hour. The product is OC1=CC(=NN1C)C(=O)OC (5-Hydroxy-3-methoxycarbonyl-1-methylpyrazole). Reaction SMILES: [C:1]([C:7]([O:9][CH3:10])=[O:8])#[C:2][C:3](OC)=[O:4].[CH3:11][NH:12][NH2:13]>CCOCC>[OH:4][C:3]1[N:12]([CH3:11])[N:13]=[C:1]([C:7]([O:9][CH3:10])=[O:8])[CH:2]=1. Reported procedure: 102.3 g (0.72 mol) Dimethyl acetylenedicarboxylate was added to 1000 ml ether and the mixture cooled to -5° C. in an ice-methanol bath. 33 g (0.72 mol) methylhydrazine in 100 ml ether was added dropwise at a rate that the inner temperature did not rise above 0° C. The mixture was stirred for one hour at 0° C., the precipitate suction filtered off, washed with ether and dried at 40° C. in vacuo. The intermediate was immersed in an oil-bath heated to 120° C. The reaction product was recrystallised... The reactants are CC1(C)CC(O)CC(C)(C)N1, COC(=O)C(C)NC1CC(C)(C)NC(C)(C)C1, CO, CCCCCCC, [Li], [NH2-]. The product is CC(NC1CC(C)(C)NC(C)(C)C1)C(=O)OC1CC(C)(C)NC(C)(C)C1. RXN SMILES: [CH3:18][C:19]1([CH3:28])[NH:20][C:21]([CH3:26])([CH3:27])[CH2:22][CH:23]([OH:25])[CH2:24]1.[CH3:1][O:2][C:3]([CH:4]([CH3:5])[NH:6][CH:7]1[CH2:8][C:9]([CH3:15])([CH3:16])[NH:10][C:11]([CH3:13])([CH3:14])[CH2:12]1)=[O:17].[CH3:31][OH:32].[CH3:33][CH2:34][CH2:35][CH2:36][CH2:37][CH2:38][CH3:39].[Li:29].[NH2-:30]>>[CH:1]1([O:2][C:3]([CH:4]([CH3:5])[NH:6][CH:7]2[CH2:8][C:9]([CH3:15])([CH3:16])[NH:10][C:11]([CH3:13])([CH3:14])[CH2:12]2)=[O:17])[CH2:22][C:21]([CH3:26])([CH3:27])[NH:20][C:19]([CH3:18])([CH3:28])[CH2:24]1. Starting materials: Cc1ccccc1, [Cl-], COC(=O)c1cc(Cl)cc([N+](=O)[O-])c1O, [Fe], [NH4+]. Yields the product COC(=O)c1cc(Cl)cc(N)c1O. As a reaction SMILES: [CH3:18][c:19]1[cH:20][cH:21][cH:22][cH:23][cH:24]1.[Cl-:1].[Cl:3][c:4]1[cH:5][c:6]([N+:15]([O-:16])=[O:17])[c:7]([OH:14])[c:8]([C:9](=[O:10])[O:11][CH3:12])[cH:13]1.[Fe:25].[NH4+:2]>>[Cl:3][c:4]1[cH:5][c:6]([NH2:15])[c:7]([OH:14])[c:8]([C:9](=[O:10])[O:11][CH3:12])[cH:13]1. Reactants: C=C(OCC)[Sn](CCCC)(CCCC)CCCC, Cc1ccccc1, Cl, [F-], Cc1ccccc1-c1cc(I)ncc1N(C)C(=O)C(C)(C)c1cc(C(F)(F)F)cc(C(F)(F)F)c1, [K+], [Na+], [OH-]. Product: CC(=O)c1cc(-c2ccccc2C)c(N(C)C(=O)C(C)(C)c2cc(C(F)(F)F)cc(C(F)(F)F)c2)cn1. RXN SMILES: [CH2:36]([CH3:37])[O:38][C:39]([Sn:40]([CH2:41][CH2:42][CH2:43][CH3:44])([CH2:45][CH2:46][CH2:47][CH3:48])[CH2:49][CH2:50][CH2:51][CH3:52])=[CH2:53].[CH3:59][c:60]1[cH:61][cH:62][cH:63][cH:64][cH:65]1.[ClH:54].[F-:57].[F:1][C:2]([c:3]1[cH:4][c:5]([C:13]([C:14](=[O:15])[N:16]([CH3:17])[c:18]2[cH:19][n:20][c:21]([I:31])[cH:22][c:23]2-[c:24]2[c:25]([CH3:30])[cH:26][cH:27][cH:28][cH:29]2)([CH3:32])[CH3:33])[cH:6][c:7]([C:9]([F:10])([F:11])[F:12])[cH:8]1)([F:34])[F:35].[K+:58].[Na+:56].[OH-:55]>>[F:1][C:2]([c:3]1[cH:4][c:5]([C:13]([C:14](=[O:15])[N:16]([CH3:17])[c:18]2[cH:19][n:20][c:21]([C:36]([CH3:37])=[O:38])[cH:22][c:23]2-[c:24]2[c:25]([CH3:30])[cH:26][cH:27][cH:28][cH:29]2)([CH3:32])[CH3:33])[cH:6][c:7]([C:9]([F:10])([F:11])[F:12])[cH:8]1)([F:34])[F:35]. Starting materials: C(C(=O)O)(=O)O.ClC=1C=C(C=CC1Cl)[C@@]1(CN(CC1)C(C1=CC=C(C=C1)OC)=O)CCN1CCC(CC1)(C(=O)N)C1=CC=CC=C1 ((R)-1-[2-[3-(3,4-dichloro-phenyl)-1-(4-methoxy-benzoyl)-pyrrolidin-3-yl]-ethyl]-4-phenyl-piperidine-4-carboxylic acid amide oxalic acid salt). Solvent: ClCCl.CO (dichloromethane methanol). Yields the product ClC=1C=C(C=CC1Cl)[C@@]1(CN(CC1)C(C1=CC=C(C=C1)OC)=O)CCN1CCC(CC1)(C(=O)N)C1=CC=CC=C1 ((R)-1-[2-[3-(3,4-dichloro-phenyl)-1-(4-methoxy-benzoyl)-pyrrolidin-3-yl]-ethyl]-4-phenyl-piperidine-4-carboxylic acid amide). As a reaction SMILES: C(O)(=O)C(O)=O.[Cl:7][C:8]1[CH:9]=[C:10]([C@@:15]2([CH2:30][CH2:31][N:32]3[CH2:37][CH2:36][C:35]([C:41]4[CH:46]=[CH:45][CH:44]=[CH:43][CH:42]=4)([C:38]([NH2:40])=[O:39])[CH2:34][CH2:33]3)[CH2:19][CH2:18][N:17]([C:20](=[O:29])[C:21]3[CH:26]=[CH:25][C:24]([O:27][CH3:28])=[CH:23][CH:22]=3)[CH2:16]2)[CH:11]=[CH:12][C:13]=1[Cl:14]>ClCCl.CO>[Cl:7][C:8]1[CH:9]=[C:10]([C@@:15]2([CH2:30][CH2:31][N:32]3[CH2:37][CH2:36][C:35]([C:41]4[CH:42]=[CH:43][CH:44]=[CH:45][CH:46]=4)([C:38]([NH2:40])=[O:39])[CH2:34][CH2:33]3)[CH2:19][CH2:18][N:17]([C:20](=[O:29])[C:21]3[CH:22]=[CH:23][C:24]([O:27][CH3:28])=[CH:25][CH:26]=3)[CH2:16]2)[CH:11]=[CH:12][C:13]=1[Cl:14] |f:0.1,2.3|. Procedure details: Combine (R)-1-[2-[3-(3,4-dichloro-phenyl)-1-(4-methoxy-benzoyl)-pyrrolidin-3-yl]-ethyl]-4-phenyl-piperidine-4-carboxylic acid amide oxalic acid salt (6.5 g) and dichloromethane/methanol (300 mL/10 mL). Extract twice with a saturate aqueous solution of sodium bicarbonate, water and then brine. Dry the organic layer over MgSO4, filtered and evaporated in vacuo to give the title compound. Elemental Analysis calculated for C32H35 Cl2N3O3 : C 66.20; H 6.08; N 7.24; Found: C 65.92; H 6.06; N 7.03.